From a dataset of the Open Reaction Database (ORD), a public repository of structured organic reaction records. describe an organic reaction: reactants, conditions, products, and yield Reactants: Cl.N1(N=CN=C1)CC(=O)O (2-(1H-1,2,4-triazol-1-yl)acetic acid hydrochloride), FC1=CC=C(C[C@@H]2C[C@H](NC2)C(=O)NC2=CC=C(C=C2)OC2=CC=C(C=C2)F)C=C1 ((2S,4R)-4-(4-fluorobenzyl)-N-(4-(4-fluorophenoxy)phenyl)pyrrolidine-2-carboxamide). Product: Compound 141, N1(N=CN=C1)CC(=O)N1[C@@H](C[C@H](C1)CC1=CC=C(C=C1)F)C(=O)NC1=CC=C(C=C1)OC1=CC=C(C=C1)F ((2S,4R)-1-(2-(1H-1,2,4-triazol-1-yl)acetyl)-4-(4-fluorobenzyl)-N-(4-(4-fluorophenoxy)phenyl)pyrrolidine-2-carboxamide). Yield: 33.0%. RXN SMILES: Cl.[N:2]1([CH2:7][C:8]([OH:10])=O)[CH:6]=[N:5][CH:4]=[N:3]1.[F:11][C:12]1[CH:40]=[CH:39][C:15]([CH2:16][C@H:17]2[CH2:21][NH:20][C@H:19]([C:22]([NH:24][C:25]3[CH:30]=[CH:29][C:28]([O:31][C:32]4[CH:37]=[CH:36][C:35]([F:38])=[CH:34][CH:33]=4)=[CH:27][CH:26]=3)=[O:23])[CH2:18]2)=[CH:14][CH:13]=1>>[N:2]1([CH2:7][C:8]([N:20]2[CH2:21][C@H:17]([CH2:16][C:15]3[CH:39]=[CH:40][C:12]([F:11])=[CH:13][CH:14]=3)[CH2:18][C@H:19]2[C:22]([NH:24][C:25]2[CH:30]=[CH:29][C:28]([O:31][C:32]3[CH:33]=[CH:34][C:35]([F:38])=[CH:36][CH:37]=3)=[CH:27][CH:26]=2)=[O:23])=[O:10])[CH:6]=[N:5][CH:4]=[N:3]1 |f:0.1|. Procedure details: Proceeding as in Example 1, but substituting 2-(1H-1,2,4-triazol-1-yl)acetic acid hydrochloride and (2S,4R)-4-(4-fluorobenzyl)-N-(4-(4-fluorophenoxy)phenyl)pyrrolidine-2-carboxamide, gave Compound 141, (2S,4R)-1-(2-(1H-1,2,4-triazol-1-yl)acetyl)-4-(4-fluorobenzyl)-N-(4-(4-fluorophenoxy)phenyl)pyrrolidine-2-carboxamide (39 mg, 33%). Major isomer: 1H-NMR (400 MHz, DMSO-D6): σ 10.00 (s, 1H), 8.43 (s, 1H), 7.95 (s, 1H), 7.57 (d, 2H), 7.35-7.08 (m, 7H), 7.05-6.90 (m, 4H), 5.23 (q, 2H), 4.56-4.47 (m, ... The reactants are BrC[C@H](O)C1=CC2=C(OC(CO2)(C)C)C=C1 ((R)-2-Bromo-1-(2,2-dimethyl-4,1-benzo[1,3]dioxin-6-yl)ethanol), N1C=NC=C1 (imidazole), CN(C)C=O (DMF), [Si](C)(C)(C(C)(C)C)Cl (tert-butyldimethylsilyl chloride). Run at time 18 hour. Yields the product BrC[C@H](O[Si](C)(C)C(C)(C)C)C=1C=CC2=C(COC(O2)(C)C)C1 ([(R)-2-Bromo-1-(2,2-dimethyl-4H-benzo[1,3]dioxin-6-yl)ethoxy]-tert-butyldimethylsilane). Reaction SMILES: [Br:1][CH2:2][C@@H:3]([C:5]1[CH:16]=[CH:15][C:8]2[O:9][C:10]([CH3:14])([CH3:13])CO[C:7]=2[CH:6]=1)[OH:4].N1C=CN=C1.[Si:22](Cl)([C:25]([CH3:28])([CH3:27])[CH3:26])([CH3:24])[CH3:23].CN([CH:33]=[O:34])C>>[Br:1][CH2:2][C@@H:3]([C:5]1[CH:16]=[CH:15][C:8]2[O:9][C:10]([CH3:13])([CH3:14])[O:34][CH2:33][C:7]=2[CH:6]=1)[O:4][Si:22]([C:25]([CH3:28])([CH3:27])[CH3:26])([CH3:24])[CH3:23]. Procedure: To the product of step (d) (10 g, 34.8 mmol) and imidazole (4.7 g, 69.7 mmol) dissolved in 100 mL DMF was added tert-butyldimethylsilyl chloride (5.78 g, 38.3 mmol). The reaction mixture was stirred for 18 hours. The reaction mixture was then partitioned between 200 mL of saturated sodium chloride and 200 mL of diethyl ether. The aqueous layer was extracted with 200 mL of diethyl ether. The organic layers were then combined, washed with saturated sodium chloride (3×100 mL), dried over MgSO4 and ... The reactants are C([O-])([O-])=O.[Cs+].[Cs+] (Cesium carbonate), FC1=CC=C2C(=NNC2=C1)CC(=O)OCC (Ethyl 2-(6-fluoro-1H-indazol-3-yl)acetate), [N+](=O)([O-])C1=CC=C(CBr)C=C1 (p-nitro benzyl bromide). Solvent: O1CCCC1 (tetrahydrofuran). Yields the product FC1=CC=C2C(=NN(C2=C1)CC1=CC=C(C=C1)[N+](=O)[O-])CC(=O)OCC (ethyl 2-[6-fluoro-1-(4-nitrobenzyl)-1H-indazol-3-yl]acetate). The yield is 41.3%. RXN SMILES: [F:1][C:2]1[CH:10]=[C:9]2[C:5]([C:6]([CH2:11][C:12]([O:14][CH2:15][CH3:16])=[O:13])=[N:7][NH:8]2)=[CH:4][CH:3]=1.C(=O)([O-])[O-].[Cs+].[Cs+].[N+:23]([C:26]1[CH:33]=[CH:32][C:29]([CH2:30]Br)=[CH:28][CH:27]=1)([O-:25])=[O:24]>O1CCCC1>[F:1][C:2]1[CH:10]=[C:9]2[C:5]([C:6]([CH2:11][C:12]([O:14][CH2:15][CH3:16])=[O:13])=[N:7][N:8]2[CH2:30][C:29]2[CH:32]=[CH:33][C:26]([N+:23]([O-:25])=[O:24])=[CH:27][CH:28]=2)=[CH:4][CH:3]=1 |f:1.2.3|. Procedure: Ethyl 2-(6-fluoro-1H-indazol-3-yl)acetate (2.08 g, 9.36 mmol) was dissolved in anhydrous tetrahydrofuran (30 mL). Cesium carbonate (9.15 g, 28.1 mmol) was added, and stirred at room temperature for half an hour. Then p-nitro benzyl bromide (2.02 g, 9.35 mmol) was added, and reacted for 16 hours. Then the solid was filtered. The filtrate was concentrated, chromatographed on a silica gel column (petroleum ether:ethyl acetate=2:1) to obtain a yellow solid 1.38 g, at a yield of 41.2%. Procedure details: To a solution of 3-[5-bromo-2-methyl-4-(6-methyl-pyridin-2-ylmethoxy)-6-oxo-6H-pyrimidin-1-yl]-N-methoxy-4,N-dimethyl-benzamide from Step C (60 mg, 0.12 mmol) in tetrahydrofuran (2 mL), cooled using an ice water bath, was added ethynylmagnesium chloride, 0.5M in tetrahydrofuran, (0.5 mL, 0.25 mmol) in a drop-wise manner. Additional Grignard reagent was added as necessary to ensure full product formation. After thirty minutes, the reaction was quenched into ice cold water and extracted with ethyl... As a reaction SMILES: [Br:1][C:2]1[C:7](=[O:8])[N:6]([C:9]2[CH:10]=[C:11]([CH:18]=[CH:19][C:20]=2[CH3:21])[C:12](N(OC)C)=[O:13])[C:5]([CH3:22])=[N:4][C:3]=1[O:23][CH2:24][C:25]1[CH:30]=[CH:29][CH:28]=[C:27]([CH3:31])[N:26]=1.[C:32]([Mg]Cl)#[CH:33]>O1CCCC1>[Br:1][C:2]1[C:7](=[O:8])[N:6]([C:9]2[CH:10]=[C:11]([C:12](=[O:13])[C:32]#[CH:33])[CH:18]=[CH:19][C:20]=2[CH3:21])[C:5]([CH3:22])=[N:4][C:3]=1[O:23][CH2:24][C:25]1[CH:30]=[CH:29][CH:28]=[C:27]([CH3:31])[N:26]=1. Reactants: C(#C)[Mg]Cl (ethynylmagnesium chloride), BrC1=C(N=C(N(C1=O)C=1C=C(C(=O)N(C)OC)C=CC1C)C)OCC1=NC(=CC=C1)C (3-[5-bromo-2-methyl-4-(6-methyl-pyridin-2-ylmethoxy)-6-oxo-6H-pyrimidin-1-yl]-N-methoxy-4,N-dimethyl-benzamide), Grignard reagent. Solvent: O1CCCC1 (tetrahydrofuran), O1CCCC1 (tetrahydrofuran). Product: BrC=1C(N(C(=NC1OCC1=NC(=CC=C1)C)C)C1=C(C=CC(=C1)C(C#C)=O)C)=O (5-bromo-2-methyl-3-(2-methyl-5-propynoyl-phenyl)-6-(6-methyl-pyridin-2-ylmethoxy)-3H-pyrimidin-4-one). The reactants are CS(=O)(=O)c1ccc(C2=C(Br)C(=O)CC2)cc1, Cc1ccc([Sn](C)(C)C)cn1, CN1CCCC1=O, CCOC(C)=O, c1ccc([As](c2ccccc2)c2ccccc2)cc1. The product is Cc1ccc(C2=C(c3ccc(S(C)(=O)=O)cc3)CCC2=O)cn1. RXN SMILES: [Br:1][C:2]1=[C:6]([c:7]2[cH:8][cH:9][c:10]([S:13](=[O:14])(=[O:15])[CH3:16])[cH:11][cH:12]2)[CH2:5][CH2:4][C:3]1=[O:17].[CH3:37][Sn:38]([c:39]1[cH:40][cH:41][c:42]([CH3:45])[n:43][cH:44]1)([CH3:46])[CH3:47].[CH3:48][N:49]1[CH2:50][CH2:51][CH2:52][C:53]1=[O:54].[CH3:55][CH2:56][O:57][C:58]([CH3:59])=[O:60].[cH:18]1[cH:19][cH:20][c:21]([As:22]([c:23]2[cH:24][cH:25][cH:26][cH:27][cH:28]2)[c:29]2[cH:30][cH:31][cH:32][cH:33][cH:34]2)[cH:35][cH:36]1>>[C:2]1([c:39]2[cH:40][cH:41][c:42]([CH3:45])[n:43][cH:44]2)=[C:6]([c:7]2[cH:8][cH:9][c:10]([S:13](=[O:14])(=[O:15])[CH3:16])[cH:11][cH:12]2)[CH2:5][CH2:4][C:3]1=[O:17]. Starting materials: ClC1=CC(=NC2=CC=CC=C12)C1=CC=CC=C1 (4-chloro-2-phenyl-quinoline), NCC(CN)O (1,3-diamino-2-propanol). Yields the product Cl.NCC(CNC1=CC(=NC2=CC=CC=C12)C1=CC=CC=C1)O ((RS)-1-Amino-3-(2-phenyl-quinolin-4-ylamino)-propan-2-ol hydrochloride). RXN SMILES: [Cl:1][C:2]1[C:11]2[C:6](=[CH:7][CH:8]=[CH:9][CH:10]=2)[N:5]=[C:4]([C:12]2[CH:17]=[CH:16][CH:15]=[CH:14][CH:13]=2)[CH:3]=1.[NH2:18][CH2:19][CH:20]([OH:23])[CH2:21][NH2:22]>>[ClH:1].[NH2:18][CH2:19][CH:20]([OH:23])[CH2:21][NH:22][C:2]1[C:11]2[C:6](=[CH:7][CH:8]=[CH:9][CH:10]=2)[N:5]=[C:4]([C:12]2[CH:17]=[CH:16][CH:15]=[CH:14][CH:13]=2)[CH:3]=1 |f:2.3|. Reported procedure: The title compound, m.p. 291-294° C., MS: m/e=294.3 (M+H+), was prepared from 4-chloro-2-phenyl-quinoline and 1,3-diamino-2-propanol. Reactants: CCc1cccc(C(Oc2ccc3c(cnn3-c3ccc(F)cc3)c2)C(C)N)c1, CN(C)C(=N)N(C)C, CO, Cl, CCOC(=O)C(F)(F)F. Yields the product CCc1cccc(C(Oc2ccc3c(cnn3-c3ccc(F)cc3)c2)C(C)NC(=O)C(F)(F)F)c1. As a reaction SMILES: [CH2:2]([CH3:3])[c:4]1[cH:5][c:6]([CH:10]([CH:11]([CH3:12])[NH2:13])[O:14][c:15]2[cH:16][c:17]3[cH:18][n:19][n:20](-[c:24]4[cH:25][cH:26][c:27]([F:30])[cH:28][cH:29]4)[c:21]3[cH:22][cH:23]2)[cH:7][cH:8][cH:9]1.[CH3:31][N:32]([CH3:33])[C:34]([N:35]([CH3:36])[CH3:37])=[NH:38].[CH3:48][OH:49].[ClH:1].[F:39][C:40]([C:41](=[O:42])[O:43][CH2:44][CH3:45])([F:46])[F:47]>>[CH2:2]([CH3:3])[c:4]1[cH:5][c:6]([CH:10]([CH:11]([CH3:12])[NH:13][C:41]([C:40]([F:39])([F:46])[F:47])=[O:42])[O:14][c:15]2[cH:16][c:17]3[cH:18][n:19][n:20](-[c:24]4[cH:25][cH:26][c:27]([F:30])[cH:28][cH:29]4)[c:21]3[cH:22][cH:23]2)[cH:7][cH:8][cH:9]1.